describe an organic reaction: reactants, conditions, products, and yield From a dataset of the Open Reaction Database (ORD), a public repository of structured organic reaction records. The solvent is C1(=CC=CC=C1)C (toluene), Cl (hydrochloric acid), O (water), O (water), O (water). As a reaction SMILES: Br.[Br:2][C:3]1[CH:8]=[C:7]([CH3:9])[C:6](N)=[C:5]([O:11][CH3:12])[CH:4]=1.N([O-])=O.[Na+].C(=O)([O-])[O-].[Na+].[Na+].[Cu][C:24]#[N:25].[C-]#N.[Na+]>Cl.O.C1(C)C=CC=CC=1>[Br:2][C:3]1[CH:8]=[C:7]([CH3:9])[C:6]([C:24]#[N:25])=[C:5]([O:11][CH3:12])[CH:4]=1 |f:0.1,2.3,4.5.6,8.9|. The product is BrC1=CC(=C(C#N)C(=C1)C)OC (4-bromo-2-methoxy-6-methyl-benzonitrile). Reactants: C([O-])([O-])=O.[Na+].[Na+] (sodium carbonate), ice, N(=O)[O-].[Na+] (sodium nitrite), [Cu]C#N (copper(I) cyanide), [C-]#N.[Na+] (sodium cyanide), Br.BrC1=CC(=C(C(=C1)C)N)OC ((4-Bromo-2-methoxy-6-methyl-phenyl)-amine hydrobromide). Conditions: temperature 0 celsius. Procedure: (4-Bromo-2-methoxy-6-methyl-phenyl)-amine hydrobromide (5.0 g, 23.2 mmol) is suspended in concentrated hydrochloric acid (5.5 ml) and ice (20 g) followed by the drop wise addition of a solution of sodium nitrite (1.63 g, 23.6 mmol) in water (5.5 ml) at 0° C. The resulting mixture is stirred at 0° C. for 30 min and neutralized with aqueous sodium carbonate. This mixture is then added with vigorous stirring at 0° C. to a suspension prepared by mixing copper(I) cyanide (2.6 g, 28.9 mmol) in water (... The yield is 53.4%. Starting materials: BrC=1C=NC=2C(CCC2C1)N ((rac)-3-bromo-6,7-dihydro-5H-[1]pyrindin-7-ylamine), FC(C(=O)NC1(CC1)C(=O)O)(F)F (1-(2,2,2-trifluoroacetamido)cyclopropanecarboxylic acid). Yields the product BrC=1C=NC=2C(CCC2C1)NC(=O)C1(CC1)NC(C(F)(F)F)=O (1-(2,2,2-Trifluoro-acetylamino)-cyclopropanecarboxylic acid ((rac)-3-bromo-6,7-dihydro-5H-[1]pyrindin-7-yl)-amide). Reaction SMILES: [Br:1][C:2]1[CH:3]=[N:4][C:5]2[CH:6]([NH2:11])[CH2:7][CH2:8][C:9]=2[CH:10]=1.[F:12][C:13]([F:24])([F:23])[C:14]([NH:16][C:17]1([C:20](O)=[O:21])[CH2:19][CH2:18]1)=[O:15]>>[Br:1][C:2]1[CH:3]=[N:4][C:5]2[CH:6]([NH:11][C:20]([C:17]3([NH:16][C:14](=[O:15])[C:13]([F:12])([F:23])[F:24])[CH2:18][CH2:19]3)=[O:21])[CH2:7][CH2:8][C:9]=2[CH:10]=1. Reported procedure: In analogy to the procedure described for the preparation of intermediate A-1 [B], (rac)-3-bromo-6,7-dihydro-5H-[1]pyrindin-7-ylamine has been coupled with 1-(2,2,2-trifluoroacetamido)cyclopropanecarboxylic acid (intermediate A-1 [A]) to yield the title compound as grey solid. MS: 392.0 (MH+, 1Br). The reactants are solution, C(CCC)[Li] (butyllithium), C(C)(C)NC(C)C (diisopropylamine), ClC(C)(C)C1CC(OC1OCC1=CC(=CC=C1)OC1=CC=CC=C1)=O (4-(2-chloro-prop-2-yl)-5-[3-phenoxyphenyl-methoxy]-tetrahydrofuran-2-one), Cl (hydrochloric acid). Solvent: C1CCCCC1 (cyclohexane), O1CCCC1 (tetrahydrofuran), O1CCCC1 (tetrahydrofuran). Reaction conditions: temperature 0 celsius, time 1 hour. The product is CC1(C2C(OC(C12)=O)O)C (6,6-dimethyl-4-hydroxy-3-oxabicyclo-[3,1,0]-hexan-2-one). The yield is 42.3%. Reaction SMILES: C([Li])CCC.C(NC(C)C)(C)C.Cl[C:14]([CH:17]1[CH:21]([O:22]CC2C=CC=C(OC3C=CC=CC=3)C=2)[O:20][C:19](=[O:37])[CH2:18]1)([CH3:16])[CH3:15].Cl>C1CCCCC1.O1CCCC1>[CH3:16][C:14]1([CH3:15])[CH:18]2[CH:17]1[CH:21]([OH:22])[O:20][C:19]2=[O:37]. Procedure: 0.25 ml of a solution of 2M butyllithium in cyclohexane was added at -20° C. to 0.55 ml of a molar solution of diisopropylamine in tetrahydrofuran and 5 ml of tetrahydrofuran and the temperature was allowed to rise to 0° C. and was then cooled to -60° to -70° C. 180 mg of the product of Step B were added all at once to the mixture at -60° to -70° C. and the mixture was heated over 2 hours at 0° C. The mixture was held at 0° C. for one hour and was poured into 2N hydrochloric acid. The mixture wa... Conditions: time 40 minute. The reagents and catalysts are [Pd] (Pd/C). Procedure: A solution of (R), (S)-α-[[2-[((1,1-dimethylethyl)dimethylsilyl)oxy]-2-[4-phenylmethoxy-3-[(methylsulfonyl)amino]phenyl]ethyl]amino]-4-methoxy-benzeneacetic acid (4.04 g, 6.5 mmol) in MeOH (50 mL) containing 0.42 g of 10% Pd/C was sparged with H2 at 20° C. By TLC (10% MeOH/CH2Cl2), the reaction was complete after 40 minutes whereupon the reaction mixture was filtered and concentrated in vacuo to obtain 3.8 g of the title compound as a solid foam. Reactants: ( R ), CC(C)(C)[Si](OC(CN[C@H](C(=O)O)C1=CC=C(C=C1)OC)C1=CC(=C(C=C1)OCC1=CC=CC=C1)NS(=O)(=O)C)(C)C ((S)-α-[[2-[((1,1-dimethylethyl)dimethylsilyl)oxy]-2-[4-phenylmethoxy-3-[(methylsulfonyl)amino]phenyl]ethyl]amino]-4-methoxy-benzeneacetic acid). Isolated yield 111.4%. The product is CC(C)(C)[Si](OC(CN[C@H](C(=O)O)C1=CC=C(C=C1)OC)C1=CC(=C(C=C1)O)NS(=O)(=O)C)(C)C ((S)-α-[[2-[((1,1-dimethylethyl)dimethylsilyl)oxy]-2-[4-hydroxy-3-[(methylsulfonyl)amino]phenyl]ethyl]amino]-4-methoxybenzeneacetic Acid). The solvent is CO (MeOH). Reaction SMILES: [CH3:1][C:2]([Si:5]([CH3:42])([CH3:41])[O:6][CH:7]([C:22]1[CH:27]=[CH:26][C:25]([O:28]CC2C=CC=CC=2)=[C:24]([NH:36][S:37]([CH3:40])(=[O:39])=[O:38])[CH:23]=1)[CH2:8][NH:9][C@@H:10]([C:14]1[CH:19]=[CH:18][C:17]([O:20][CH3:21])=[CH:16][CH:15]=1)[C:11]([OH:13])=[O:12])([CH3:4])[CH3:3]>CO.[Pd]>[CH3:4][C:2]([Si:5]([CH3:41])([CH3:42])[O:6][CH:7]([C:22]1[CH:27]=[CH:26][C:25]([OH:28])=[C:24]([NH:36][S:37]([CH3:40])(=[O:38])=[O:39])[CH:23]=1)[CH2:8][NH:9][C@@H:10]([C:14]1[CH:15]=[CH:16][C:17]([O:20][CH3:21])=[CH:18][CH:19]=1)[C:11]([OH:13])=[O:12])([CH3:1])[CH3:3]. Reactants: BrC1=CC(=C(C=C1)Cl)OC (4-bromo-1-chloro-2-methoxybenzene), N1CCC(CC1)C(=O)OC (methyl piperidine-4-carboxylate). Product: ClC1=C(C=C(C=C1)N1CCC(CC1)C(=O)OC)OC (Methyl 1-(4-chloro-3-methoxyphenyl)piperidine-4-carboxylate). As a reaction SMILES: Br[C:2]1[CH:7]=[CH:6][C:5]([Cl:8])=[C:4]([O:9][CH3:10])[CH:3]=1.[NH:11]1[CH2:16][CH2:15][CH:14]([C:17]([O:19][CH3:20])=[O:18])[CH2:13][CH2:12]1>>[Cl:8][C:5]1[CH:6]=[CH:7][C:2]([N:11]2[CH2:16][CH2:15][CH:14]([C:17]([O:19][CH3:20])=[O:18])[CH2:13][CH2:12]2)=[CH:3][C:4]=1[O:9][CH3:10]. Procedure details: Methyl 1-(4-chloro-3-methoxyphenyl)piperidine-4-carboxylate was synthesized from 4-bromo-1-chloro-2-methoxybenzene and methyl piperidine-4-carboxylate analogous to the preparation described in Example 1a, Step 1. 1H-NMR (500 MHz, CDCl3) δ ppm 7.19 (1 H, d, J=8.57 Hz), 6.51 (1 H, s), 6.44 (1 H, s), 5.82 (1 H,), 3.85-3.88 (3 H, m), 3.70-3.72 (3 H, m), 3.33 (2 H, d, J=11.55 Hz), 2.67-2.74 (2 H, m), 2.46 (1 H, ddd, J=15.05, 10.52, 4.40 Hz), 1.94-2.04 (4 H, m). The reactants are CCOC(C)=O, CCO, C#CCn1cnc2c1c(=O)n(C)c(=O)n2C, Cc1nnc2n1-c1sc(I)cc1C(c1ccccc1Cl)=NC2. The product is Cn1c(=O)c2[nH]cnc2n(C)c1=O. RXN SMILES: [C:42]([O:43][CH2:44][CH3:45])(=[O:46])[CH3:47].[CH2:39]([OH:40])[CH3:41].[CH3:23][n:24]1[c:25](=[O:38])[n:26]([CH3:37])[c:27]2[n:28][cH:29][n:30]([CH2:34][C:35]#[CH:36])[c:31]2[c:32]1=[O:33].[Cl:1][c:2]1[cH:3][cH:4][cH:5][cH:6][c:7]1[C:8]1=[N:22][CH2:21][c:20]2[n:15]([c:16]([CH3:17])[n:18][n:19]2)-[c:14]2[c:9]1[cH:10][c:11]([I:12])[s:13]2>>[CH3:23][n:24]1[c:25](=[O:38])[n:26]([CH3:37])[c:27]2[n:28][cH:29][nH:30][c:31]2[c:32]1=[O:33]. Starting materials: C(C=C)C1=C(C=CC=C1)O (2-allyl-phenol), C1(=CC=CC=C1)N=C=O (phenylisocyanate). Solvent: N1=CC=CC=C1 (pyridine), Petroleum ether. The product is C(C=C)C1=C(C=CC=C1)O.C1(=CC=CC=C1)NC(=O)OCC (2-allyl-phenol phenylurethane). As a reaction SMILES: [CH2:1]([C:4]1[CH:9]=[CH:8][CH:7]=[CH:6][C:5]=1[OH:10])[CH:2]=[CH2:3].[C:11]1([N:17]=[C:18]=[O:19])[CH:16]=[CH:15][CH:14]=[CH:13][CH:12]=1>N1C=CC=CC=1>[CH2:1]([C:4]1[CH:9]=[CH:8][CH:7]=[CH:6][C:5]=1[OH:10])[CH:2]=[CH2:3].[C:11]1([NH:17][C:18]([O:10][CH2:5][CH3:4])=[O:19])[CH:16]=[CH:15][CH:14]=[CH:13][CH:12]=1 |f:3.4|. Procedure: A mixture of 13.5 g. of 2-allyl-phenol, 13.1 g. of phenylisocyanate and 0.5 g. of pyridine is kept at 100° C. for five minutes. Petroleum ether is added whereupon the precipitated crystals are filtered off with suction and washed with petroleum ether to give 2-allyl-phenol-phenylurethane, melting at 108° C. to 109° C. Starting materials: CC(O)C1CCC(OC(C)(C)C)CC1, CC(=O)OC(C)=O. Yields the product CC(=O)OC(C)C1CCC(OC(C)(C)C)CC1. RXN SMILES: [C:1]([CH3:2])([CH3:3])([CH3:4])[O:5][CH:6]1[CH2:7][CH2:8][CH:9]([CH:12]([CH3:13])[OH:14])[CH2:10][CH2:11]1.[CH3:15][C:16](=[O:17])[O:18][C:19](=[O:20])[CH3:21]>>[C:1]([CH3:2])([CH3:3])([CH3:4])[O:5][CH:6]1[CH2:7][CH2:8][CH:9]([CH:12]([CH3:13])[O:14][C:16]([CH3:15])=[O:17])[CH2:10][CH2:11]1. Starting materials: O=C([O-])[O-], CCI, CC(C)=O, O=[N+]([O-])c1cc(O)ccc1Cl, [K+], [K+]. RXN SMILES: [C:15](=[O:16])([O-:17])[O-:18].[CH2:12]([CH3:13])[I:14].[CH3:21][C:22](=[O:23])[CH3:24].[Cl:1][c:2]1[c:3]([N+:9](=[O:10])[O-:11])[cH:4][c:5]([OH:8])[cH:6][cH:7]1.[K+:19].[K+:20]>>[Cl:1][c:2]1[c:3]([N+:9](=[O:10])[O-:11])[cH:4][c:5]([O:8][CH2:12][CH3:13])[cH:6][cH:7]1. The product is CCOc1ccc(Cl)c([N+](=O)[O-])c1.